Dataset: the Open Reaction Database (ORD), a public repository of structured organic reaction records. Task: describe an organic reaction: reactants, conditions, products, and yield The reactants are C(#N)C=1C=C(C=NC1OCOCC[Si](C)(C)C)C=1C=CC=2N(C1)C(=NN2)SC=2C=CC=1N(N2)C=C(N1)NC(=O)C1CC1 (N-(6-(6-(5-cyano-6-((2-(trimethylsilyl)ethoxy)methoxy)pyridin-3-yl)-[1,2,4]triazolo[4,3-a]-pyridin-3-ylthio)imidazo[1,2-b]pyridazin-2-yl)cyclopropanecarboxamide), C(=O)(C(F)(F)F)O.C(Cl)Cl (TFA DCM). The product is C(#N)C=1C=C(C=NC1O)C=1C=CC=2N(C1)C(=NN2)SC=2C=CC=1N(N2)C=C(N1)NC(=O)C1CC1 (N-(6-(6-(5-cyano-6-hydroxypyridin-3-yl)-[1,2,4]triazolo[4,3-a]pyridin-3-ylthio)imidazo[1,2-b]pyridazin-2-yl)cyclopropanecarboxamide), C(=O)(C(F)(F)F)O (TFA). RXN SMILES: [C:1]([C:3]1[CH:4]=[C:5]([C:18]2[CH:19]=[CH:20][C:21]3[N:22]([C:24]([S:27][C:28]4[CH:29]=[CH:30][C:31]5[N:32]([CH:34]=[C:35]([NH:37][C:38]([CH:40]6[CH2:42][CH2:41]6)=[O:39])[N:36]=5)[N:33]=4)=[N:25][N:26]=3)[CH:23]=2)[CH:6]=[N:7][C:8]=1[O:9]COCC[Si](C)(C)C)#[N:2].[C:43]([OH:49])([C:45]([F:48])([F:47])[F:46])=[O:44].C(Cl)Cl>>[C:1]([C:3]1[CH:4]=[C:5]([C:18]2[CH:19]=[CH:20][C:21]3[N:22]([C:24]([S:27][C:28]4[CH:29]=[CH:30][C:31]5[N:32]([CH:34]=[C:35]([NH:37][C:38]([CH:40]6[CH2:42][CH2:41]6)=[O:39])[N:36]=5)[N:33]=4)=[N:25][N:26]=3)[CH:23]=2)[CH:6]=[N:7][C:8]=1[OH:9])#[N:2].[C:43]([OH:49])([C:45]([F:48])([F:47])[F:46])=[O:44] |f:1.2|. Reported procedure: As a crude reaction mixture, N-(6-(6-(5-cyano-6-((2-(trimethylsilyl)ethoxy)methoxy)pyridin-3-yl)-[1,2,4]triazolo[4,3-a]-pyridin-3-ylthio)imidazo[1,2-b]pyridazin-2-yl)cyclopropanecarboxamide was refluxed in TFA:DCM (1:1, 5 mL) for 30 min. The reaction was then concentrated and purified by preparative LCMS to provide the title compound, N-(6-(6-(5-cyano-6-hydroxypyridin-3-yl)-[1,2,4]triazolo[4,3-a]pyridin-3-ylthio)imidazo[1,2-b]pyridazin-2-yl)cyclopropanecarboxamide as a TFA salt. The product was ... The reactants are CCOC(C)=O, CCO, [H][H], O=CNc1cc(C(O)CN(Cc2ccccc2)Cc2ccccc2)ccc1OCc1ccccc1. Yields the product O=CNc1cc(C(O)CN(Cc2ccccc2)Cc2ccccc2)ccc1O. RXN SMILES: [CH3:38][CH2:39][O:40][C:41]([CH3:42])=[O:43].[CH3:44][CH2:45][OH:46].[H:36][H:37].[c:1]1([CH2:7][N:8]([CH2:9][CH:10]([OH:11])[c:12]2[cH:13][cH:14][c:15]([O:21][CH2:22][c:23]3[cH:24][cH:25][cH:26][cH:27][cH:28]3)[c:16]([NH:18][CH:19]=[O:20])[cH:17]2)[CH2:29][c:30]2[cH:31][cH:32][cH:33][cH:34][cH:35]2)[cH:2][cH:3][cH:4][cH:5][cH:6]1>>[c:1]1([CH2:7][N:8]([CH2:9][CH:10]([OH:11])[c:12]2[cH:13][cH:14][c:15]([OH:21])[c:16]([NH:18][CH:19]=[O:20])[cH:17]2)[CH2:29][c:30]2[cH:31][cH:32][cH:33][cH:34][cH:35]2)[cH:2][cH:3][cH:4][cH:5][cH:6]1. Starting materials: C1OC=2C=C(C=CC2O1)C1C(=C(C2=CC=CC=C12)C1=CC=CC=C1)C(=O)OCC (ethyl (RS)-1-(3,4-methylenedioxyphenyl)-3-phenylindene-2-carboxylate), C1OC=2C=C(C=CC2O1)C1C(C(C2=CC=CC=C12)C1=CC=CC=C1)C(=O)OCC (Ethyl (1RS,2SR,3SR)-1-(3,4-Methylenedioxyphenyl)-3-phenylindane-2-carboxylate). Reagents/catalysts: [Pd] (palladium on activated carbon), [Pd] (palladium on activated carbon). The solvent is CCO (EtOH). Run at time 8 hour. Yields the product C1OC=2C=C(C=CC2O1)C1C(C(C2=CC=CC=C12)C1=CC=CC=C1)C(=O)O ((1RS,2RS, 3SR)-1-(3,4-Methylenedioxyphenyl)-3-phenylindane-2-carboxylic acid). The yield is 65.0%. RXN SMILES: [CH2:1]1[O:9][C:8]2[CH:7]=[CH:6][C:5]([CH:10]3[C:18]4[C:13](=[CH:14][CH:15]=[CH:16][CH:17]=4)[CH:12]([C:19]4[CH:24]=[CH:23][CH:22]=[CH:21][CH:20]=4)[CH:11]3[C:25]([O:27]CC)=[O:26])=[CH:4][C:3]=2[O:2]1.C1OC2C=CC(C3C4C(=CC=CC=4)C(C4C=CC=CC=4)=C3C(OCC)=O)=CC=2O1>CCO.[Pd]>[CH2:1]1[O:9][C:8]2[CH:7]=[CH:6][C:5]([CH:10]3[C:18]4[C:13](=[CH:14][CH:15]=[CH:16][CH:17]=4)[CH:12]([C:19]4[CH:20]=[CH:21][CH:22]=[CH:23][CH:24]=4)[CH:11]3[C:25]([OH:27])=[O:26])=[CH:4][C:3]=2[O:2]1. Procedure: Ethyl (1RS,2SR,3SR)-1-(3,4-Methylenedioxyphenyl)-3-phenylindane-2-carboxylate. To a solution of ethyl (RS)-1-(3,4-methylenedioxyphenyl)-3-phenylindene-2-carboxylate (1.00 g, 2.60 mmol) in EtOH (25 ml) was added 10% palladium on activated carbon (30 mg). The resulting suspension was stirred under an atmosphere of H2 overnight. Thin layer chromatographic analysis indicated that the reaction was incomplete, so additional 10% palladium on activated carbon (30 mg) was added, and the mixture was shake... Starting materials: BrC=1C(=NC(=NC1Cl)C)O (5-bromo-6-chloro-2-methyl-4-pyrimidinol), NCC=1C=C(C=NC1)Br (5-aminomethyl-3-bromopyridine). Run in COCCOC (1,2-dimethoxyethane). Conditions: temperature 23 celsius. Yields the product BrC=1C(NC(=NC1NCC=1C=NC=C(C1)Br)C)=O (5-Bromo-6-[[(5-bromo-3-pyridinyl)methyl]amino]-2-methyl-4(3H)-pyrimidone). Reaction SMILES: [Br:1][C:2]1[C:3]([OH:10])=[N:4][C:5]([CH3:9])=[N:6][C:7]=1Cl.[NH2:11][CH2:12][C:13]1[CH:14]=[C:15]([Br:19])[CH:16]=[N:17][CH:18]=1>COCCOC>[Br:1][C:2]1[C:3](=[O:10])[NH:4][C:5]([CH3:9])=[N:6][C:7]=1[NH:11][CH2:12][C:13]1[CH:18]=[N:17][CH:16]=[C:15]([Br:19])[CH:14]=1. Procedure details: A stirred mixture of 5-bromo-6-chloro-2-methyl-4-pyrimidinol (4.54 g, 20.3 mmol) and 5-aminomethyl-3-bromopyridine (11.4 g, 61.0 mmol) in 1,2-dimethoxyethane (40 mL) was heated at reflux for 18 hours. The mixture was cooled to 23° C. The precipitate which formed was isolated, rinsed with 1,2-dimethoxyethane and water, and then recrystallized from methanol to provide the title compound as a white, analytically pure product (5.16 g, 13.8 mmol, 68% of theory): mp 241-242 C.; Rf 0.62 (20% MeOH in Et... The reactants are BrB(Br)Br, CC(Cl)Cl, COc1ccc(Cl)cc1CS(N)(=O)=O. The product is NS(=O)(=O)Cc1cc(Cl)ccc1O. As a reaction SMILES: [B:15]([Br:16])([Br:17])[Br:18].[Cl:19][CH:20]([Cl:21])[CH3:22].[Cl:1][c:2]1[cH:3][cH:4][c:5]([O:13][CH3:14])[c:6]([CH2:8][S:9](=[O:10])(=[O:11])[NH2:12])[cH:7]1>>[Cl:1][c:2]1[cH:3][cH:4][c:5]([OH:13])[c:6]([CH2:8][S:9](=[O:10])(=[O:11])[NH2:12])[cH:7]1.